From a dataset of the Open Reaction Database (ORD), a public repository of structured organic reaction records. describe an organic reaction: reactants, conditions, products, and yield The reactants are CN(C)C=O, [Cl-], COc1c(Cl)cc(C(=O)N2CS(=O)(=O)c3ccc(C(F)(F)F)cc32)cc1Cl, Cl, [Li+]. The product is O=C(c1cc(Cl)c(O)c(Cl)c1)N1CS(=O)(=O)c2ccc(C(F)(F)F)cc21. As a reaction SMILES: [CH3:31][N:32]([CH3:33])[CH:34]=[O:35].[Cl-:29].[Cl:1][c:2]1[cH:3][c:4]([C:5](=[O:6])[N:7]2[CH2:8][S:9](=[O:20])(=[O:21])[c:10]3[c:11]2[cH:12][c:13]([C:16]([F:17])([F:18])[F:19])[cH:14][cH:15]3)[cH:22][c:23]([Cl:27])[c:24]1[O:25][CH3:26].[ClH:30].[Li+:28]>>[Cl:1][c:2]1[cH:3][c:4]([C:5](=[O:6])[N:7]2[CH2:8][S:9](=[O:20])(=[O:21])[c:10]3[c:11]2[cH:12][c:13]([C:16]([F:17])([F:18])[F:19])[cH:14][cH:15]3)[cH:22][c:23]([Cl:27])[c:24]1[OH:25].